This data is from the Open Reaction Database (ORD), a public repository of structured organic reaction records. The task is: describe an organic reaction: reactants, conditions, products, and yield The reactants are [OH-].[K+] (potassium hydroxide), C(C)OC(NC1CC2(C1)CCN(CC2)C2=NC1=CC=C(C=C1C=C2)Cl)=O (ethyl[7-(6-chloroquinolin-2-yl)-7-azaspiro[3.5]non-2-yl]carbamate), [OH-].[K+] (potassium hydroxide). Solvent: C(C)O.O (ethanol water). Reaction conditions: temperature 110 celsius, time 3 hour. The product is ClC=1C=C2C=CC(=NC2=CC1)N1CCC2(CC(C2)N)CC1 (7-(6-Chloroquinolin-2-yl)-7-azaspiro[3.5]non-2-ylamine). The yield is 95.8%. RXN SMILES: [OH-].[K+].C(OC(=O)[NH:7][CH:8]1[CH2:11][C:10]2([CH2:16][CH2:15][N:14]([C:17]3[CH:26]=[CH:25][C:24]4[C:19](=[CH:20][CH:21]=[C:22]([Cl:27])[CH:23]=4)[N:18]=3)[CH2:13][CH2:12]2)[CH2:9]1)C>C(O)C.O>[Cl:27][C:22]1[CH:23]=[C:24]2[C:19](=[CH:20][CH:21]=1)[N:18]=[C:17]([N:14]1[CH2:15][CH2:16][C:10]3([CH2:9][CH:8]([NH2:7])[CH2:11]3)[CH2:12][CH2:13]1)[CH:26]=[CH:25]2 |f:0.1,3.4|. Procedure: 0.726 g (12.95 mmol) of potassium hydroxide is added, at room temperature, to a solution of 0.242 g (0.65 mmol) of ethyl[7-(6-chloroquinolin-2-yl)-7-azaspiro[3.5]non-2-yl]carbamate, obtained in step 12.5., in 3.25 mL of ethanol/water (1/1). The mixture is then heated at 110° C. for 12 hours. 0.363 g (6.47 mmol) of potassium hydroxide is added and the mixture is left stirring for 3 hours. The resulting mixture is allowed to cool to room temperature and is then concentrated under reduced pressure....